The task is: describe an organic reaction: reactants, conditions, products, and yield. This data is from the Open Reaction Database (ORD), a public repository of structured organic reaction records. The reactants are CN1CCNCC1, CN1CCCC1=O, COC(=O)c1sc2c([N+](=O)[O-])cccc2c1N. Product: Nc1csc2c([N+](=O)[O-])cccc12. As a reaction SMILES: [CH3:18][N:19]1[CH2:20][CH2:21][NH:22][CH2:23][CH2:24]1.[CH3:25][N:26]1[CH2:27][CH2:28][CH2:29][C:30]1=[O:31].[NH2:1][c:2]1[c:3]([C:14]([O:15][CH3:16])=[O:17])[s:4][c:5]2[c:6]1[cH:7][cH:8][cH:9][c:10]2[N+:11](=[O:12])[O-:13]>>[NH2:1][c:2]1[cH:3][s:4][c:5]2[c:6]1[cH:7][cH:8][cH:9][c:10]2[N+:11](=[O:12])[O-:13]. Reactants: NC=1C(=C2C3CN(CC(C2=CC1)CC3)C(C(F)(F)F)=O)Br (1-(4-Amino-3-bromo-10-aza-tricyclo[6.3.2.0*2,7*]trideca-2,4,6-trien-10-yl)-2,2,2-trifluoro-ethanone), ClC1=NC=C(C(=N1)NC1=C(C(=O)NC)C=CC=C1)Cl (2-(2,5-dichloro-pyrimidin-4-ylamino)-N-methyl-benzamide), Cl (HCl), O1CCOCC1 (dioxane). Run in CC(C)O (IPA). Run at temperature 120 celsius. Product: BrC1=C2C3CN(CC(C2=CC=C1NC1=NC=C(C(=N1)NC1=C(C(=O)NC)C=CC=C1)Cl)CC3)C(C(F)(F)F)=O (2-{2-[3-bromo-10-(2,2,2-trifluoro-acetyl)-10-aza-tricyclo[6.3.2.0*2,7*]trideca-2,4,6-trien-4-ylamino]-5-chloro-pyrimidin-4-ylamino}-N-methyl-benzamide). The yield is 19.2%. RXN SMILES: [NH2:1][C:2]1[C:3]([Br:21])=[C:4]2[C:10](=[CH:11][CH:12]=1)[CH:9]1[CH2:13][CH2:14][CH:5]2[CH2:6][N:7]([C:15](=[O:20])[C:16]([F:19])([F:18])[F:17])[CH2:8]1.Cl[C:23]1[N:28]=[C:27]([NH:29][C:30]2[CH:39]=[CH:38][CH:37]=[CH:36][C:31]=2[C:32]([NH:34][CH3:35])=[O:33])[C:26]([Cl:40])=[CH:25][N:24]=1.Cl.O1CCOCC1>CC(O)C>[Br:21][C:3]1[C:2]([NH:1][C:23]2[N:28]=[C:27]([NH:29][C:30]3[CH:39]=[CH:38][CH:37]=[CH:36][C:31]=3[C:32]([NH:34][CH3:35])=[O:33])[C:26]([Cl:40])=[CH:25][N:24]=2)=[CH:12][CH:11]=[C:10]2[C:4]=1[CH:5]1[CH2:14][CH2:13][CH:9]2[CH2:8][N:7]([C:15](=[O:20])[C:16]([F:19])([F:17])[F:18])[CH2:6]1. Procedure details: 1-(4-Amino-3-bromo-10-aza-tricyclo[6.3.2.0*2,7*]trideca-2,4,6-trien-10-yl)-2,2,2-trifluoro-ethanone (76 mg, 0.209 mmol) and 2-(2,5-dichloro-pyrimidin-4-ylamino)-N-methyl-benzamide (68.4 mg, 0.230 mmol, 1.1 eq) were dissolved in IPA (2 mL). 4.0 M HCl in dioxane (57.5 μL, 0.230 mmol, 1.1 eq) was added and the reaction was heated at 120° C. in a microwave for 4 hours. The reaction was then concentrated under reduced pressure and the residue was taken up in CH2Cl2 (20 mL) and washed with sat. NaHCO3...